Dataset: the Open Reaction Database (ORD), a public repository of structured organic reaction records. Task: describe an organic reaction: reactants, conditions, products, and yield Reactants: COC(=O)[C@H]1N(C[C@@H](C1)S(=O)(=O)C1=C(C=C(C=C1)F)C(F)(F)F)C=1N(N=C(C1)C)C1CCC1 ((2S,4R)-1-(2-cyclobutyl-5-methyl-2H-pyrazol-3-yl)-4-(4-fluoro-2-trifluoromethyl-benzenesulfonyl)-pyrrolidine-2-carboxylic acid methyl ester), [OH-].[Li+] (lithium hydroxide). Run in CO (methanol). Product: C1(CCC1)N1N=C(C=C1N1[C@@H](C[C@H](C1)S(=O)(=O)C1=C(C=C(C=C1)F)C(F)(F)F)C(=O)O)C ((2S,4R)-1-(2-Cyclobutyl-5-methyl-2H-pyrazol-3-yl)-4-(4-fluoro-2-trifluoromethyl-benzenesulfonyl)-pyrrolidine-2-carboxylic acid). Reaction SMILES: C[O:2][C:3]([C@@H:5]1[CH2:9][C@@H:8]([S:10]([C:13]2[CH:18]=[CH:17][C:16]([F:19])=[CH:15][C:14]=2[C:20]([F:23])([F:22])[F:21])(=[O:12])=[O:11])[CH2:7][N:6]1[C:24]1[N:25]([CH:30]2[CH2:33][CH2:32][CH2:31]2)[N:26]=[C:27]([CH3:29])[CH:28]=1)=[O:4].[OH-].[Li+]>CO>[CH:30]1([N:25]2[C:24]([N:6]3[CH2:7][C@H:8]([S:10]([C:13]4[CH:18]=[CH:17][C:16]([F:19])=[CH:15][C:14]=4[C:20]([F:21])([F:22])[F:23])(=[O:11])=[O:12])[CH2:9][C@H:5]3[C:3]([OH:4])=[O:2])=[CH:28][C:27]([CH3:29])=[N:26]2)[CH2:31][CH2:32][CH2:33]1 |f:1.2|. Procedure details: In analogy to the procedure described in example 253e, (2S,4R)-1-(2-cyclobutyl-5-methyl-2H-pyrazol-3-yl)-4-(4-fluoro-2-trifluoromethyl-benzenesulfonyl)-pyrrolidine-2-carboxylic acid methyl ester was saponified in the presence of lithium hydroxide avoiding methanol as a cosolvent to give the title compound as yellow foam which was used in the next step without further purification. MS (ESI): m/z=476.2 [M+H]+. Reactants: CC1(C)OC(=O)Nc2ccc(-c3cc(F)cc(C#N)c3)cc21, COc1ccc(P2(=S)SP(=S)(c3ccc(OC)cc3)S2)cc1. Product: CC1(C)OC(=S)Nc2ccc(-c3cc(F)cc(C#N)c3)cc21. As a reaction SMILES: [CH3:1][C:2]1([CH3:22])[c:3]2[c:4]([cH:9][cH:10][c:11](-[c:13]3[cH:14][c:15]([C:16]#[N:17])[cH:18][c:19]([F:21])[cH:20]3)[cH:12]2)[NH:5][C:6](=[O:8])[O:7]1.[CH3:23][O:24][c:25]1[cH:26][cH:27][c:28]([P:29]2(=[S:32])[S:30][P:31]([c:33]3[cH:34][cH:35][c:36]([O:37][CH3:38])[cH:39][cH:40]3)(=[S:41])[S:42]2)[cH:43][cH:44]1>>[CH3:1][C:2]1([CH3:22])[c:3]2[c:4]([cH:9][cH:10][c:11](-[c:13]3[cH:14][c:15]([C:16]#[N:17])[cH:18][c:19]([F:21])[cH:20]3)[cH:12]2)[NH:5][C:6](=[S:32])[O:7]1. Starting materials: ClC1=CC=C(C=C1)C1C(C(C(N1C=1C=C(C=2N(C1)C(=NN2)C)OC)=O)=O)C(CC)=O (5-(4-chlorophenyl)-1-(8-methoxy-3-methyl-[1,2,4]triazolo[4,3-a]pyridin-6-yl)-4-propionylpyrrolidine-2,3-dione), Cl.FC(COCCNN)(F)F ((2-(2,2,2-trifluoroethoxy)ethyl)hydrazine hydrochloride). Run in CO (MeOH). The product is ClC1=CC=C(C=C1)C1N(C(C=2N(N=C(C21)CC)CCOCC(F)(F)F)=O)C=2C=C(C=1N(C2)C(=NN1)C)OC (4-(4-chlorophenyl)-3-ethyl-5-(8-methoxy-3-methyl-[1,2,4]triazolo[4,3-a]pyridin-6-yl)-1-(2-(2,2,2-trifluoroethoxy)ethyl)-4,5-dihydropyrrolo[3,4-c]pyrazol-6(1H)-one). RXN SMILES: [Cl:1][C:2]1[CH:7]=[CH:6][C:5]([CH:8]2[N:12]([C:13]3[CH:14]=[C:15]([O:23][CH3:24])[C:16]4[N:17]([C:19]([CH3:22])=[N:20][N:21]=4)[CH:18]=3)[C:11](=[O:25])[C:10](=O)[CH:9]2[C:27](=O)[CH2:28][CH3:29])=[CH:4][CH:3]=1.Cl.[F:32][C:33]([F:41])([F:40])[CH2:34][O:35][CH2:36][CH2:37][NH:38][NH2:39]>CO>[Cl:1][C:2]1[CH:7]=[CH:6][C:5]([CH:8]2[C:9]3[C:27]([CH2:28][CH3:29])=[N:39][N:38]([CH2:37][CH2:36][O:35][CH2:34][C:33]([F:41])([F:40])[F:32])[C:10]=3[C:11](=[O:25])[N:12]2[C:13]2[CH:14]=[C:15]([O:23][CH3:24])[C:16]3[N:17]([C:19]([CH3:22])=[N:20][N:21]=3)[CH:18]=2)=[CH:4][CH:3]=1 |f:1.2|. Procedure: The tile compound was prepared in analogy to the procedure described in Example 68 using 5-(4-chlorophenyl)-1-(8-methoxy-3-methyl-[1,2,4]triazolo[4,3-a]pyridin-6-yl)-4-propionylpyrrolidine-2,3-dione (Step 84.5) and (2-(2,2,2-trifluoroethoxy)ethyl)hydrazine hydrochloride in MeOH and TEA. The crude material was first purified by silica gel chromatography (hexane/EtOAc/MeOH 75:25:5 to 5:1) followed by preparative achiral SFC (Propyl-pyridyl-urea, gradient 13-18% in 6 min_total 11 min). tR: 1.04 min...